Dataset: the Open Reaction Database (ORD), a public repository of structured organic reaction records. Task: describe an organic reaction: reactants, conditions, products, and yield Isolated yield 76.0%. As a reaction SMILES: [CH3:1][C:2]([C:4]1[CH:9]=[CH:8][C:7]([O:10][CH2:11][C:12]2[CH:17]=[CH:16][CH:15]=[CH:14][CH:13]=2)=[CH:6][CH:5]=1)=[O:3].O1CCOCC1.[Br:24]Br>[Cl-].[Al+3].[Cl-].[Cl-].O1CCCC1>[Br:24][CH2:1][C:2]([C:4]1[CH:9]=[CH:8][C:7]([O:10][CH2:11][C:12]2[CH:17]=[CH:16][CH:15]=[CH:14][CH:13]=2)=[CH:6][CH:5]=1)=[O:3] |f:3.4.5.6|. Product: BrCC(=O)C1=CC=C(C=C1)OCC1=CC=CC=C1 (2-bromo-1-(4-benzyloxy-phenyl)-ethanone). Procedure: After dissolving 4.0 g of 4-benzyloxyacetophenone into 20 ml of 1,4-dioxane and 20 ml of tetrahydrofuran, 0.1 g of anhydrous aluminum chloride and 3.1 g of bromine were added under ice cooling and stirring. Further, after stirring for 5 hours under ice cooling, the reaction solution was concentrated to solid. Water and chloroform were added to the residue to separate liquid layers. Then, the chloroform layer was dried over anhydrous sodium sulfate and then concentrated to solid followed by purif... The solvent is O1CCCC1 (tetrahydrofuran). Reagents/catalysts: [Cl-].[Al+3].[Cl-].[Cl-] (aluminum chloride). Starting materials: CC(=O)C1=CC=C(C=C1)OCC2=CC=CC=C2 (4-benzyloxyacetophenone), O1CCOCC1 (1,4-dioxane), BrBr (bromine). Starting materials: NC1=CC=C(C=C1)O (para aminophenol), solids, C1(\C=C/C(=O)O1)=O (maleic anhydride), solids, CN(C)C=O (DMF), CN(C)C=O (DMF), C(C)(=O)OC(C)=O (acetic anhydride), C(C)(=O)[O-].[Na+] (sodium acetate). Run at temperature 50 celsius. The product is OC1=CC=C(C=C1)C=1C(=O)NC(C1)=O (4-hydroxyphenylmaleimide). As a reaction SMILES: N[C:2]1[CH:7]=[CH:6][C:5]([OH:8])=[CH:4][CH:3]=1.[C:9]1(=[O:15])O[C:12](=[O:13])[CH:11]=[CH:10]1.C(OC(=O)C)(=O)C.C([O-])(=O)C.[Na+].C[N:29](C=O)C>>[OH:8][C:5]1[CH:6]=[CH:7][C:2]([C:10]2[C:9]([NH:29][C:12](=[O:13])[CH:11]=2)=[O:15])=[CH:3][CH:4]=1 |f:3.4|. Procedure details: To a solution under dry N2 of 54.56 grams para aminophenol (0.5 mole) at 25 percent solids in DMF, add a solution of 49.03 grams maleic anhydride (0.5 mole) at 50 percent solids in DMF at a rate sufficient to keep the temperature below 70° C. Stir solution 15 minutes. Add 122.51 grams acetic anhydride (1 mole+20% molar excess) and 9.84 grams sodium acetate (0.1 mole+20% molar excess). Heating the resulting mixture to 50° C. and maintain for 1.5 hours. At this point, the whole mass yields a yello... Starting materials: CC(N)c1ccc(Br)cc1, CCO, O=Cc1ccc(O)cc1. Reaction SMILES: [Br:1][c:2]1[cH:3][cH:4][c:5]([CH:8]([CH3:9])[NH2:10])[cH:6][cH:7]1.[CH2:20]([OH:21])[CH3:22].[OH:11][c:12]1[cH:13][cH:14][c:15]([CH:16]=[O:17])[cH:18][cH:19]1>>[Br:1][c:2]1[cH:3][cH:4][c:5]([CH:8]([CH3:9])[N:10]=[CH:16][c:15]2[cH:14][cH:13][c:12]([OH:11])[cH:19][cH:18]2)[cH:6][cH:7]1. Product: CC(N=Cc1ccc(O)cc1)c1ccc(Br)cc1. Reactants: CC(C)(C)OC(=O)N[C@@H]1CCC[C@@H](C1)C(=O)N, C1CCN2C(=C(C=N2)C3=CC(=NC=C3F)Cl)C1. Reagents/catalysts: C(=O)([O-])[O-].[Cs+].[Cs+], CC1(C2=C(C(=CC=C2)P(C3=CC=CC=C3)C4=CC=CC=C4)OC5=C1C=CC=C5P(C6=CC=CC=C6)C7=CC=CC=C7)C, C1=CC=C(C=C1)P(C2=CC=CC=C2)C3=CC=CC=C3.C1=CC=C(C=C1)P(C2=CC=CC=C2)C3=CC=CC=C3.C1=CC=C(C=C1)P(C2=CC=CC=C2)C3=CC=CC=C3.C1=CC=C(C=C1)P(C2=CC=CC=C2)C3=CC=CC=C3.[Pd]. Solvent: C1COCCO1. Reaction conditions: temperature 120 celsius. Yields the product CC(C)(C)OC(=O)N[C@@H]1CCC[C@@H](C1)C(=O)NC2=NC=C(C(=C2)C3=C4CCCCN4N=C3)F. Yield: 37.4%. Reported procedure: Tetrakis(triphenylphosphine)palladium(0) (0.092 g, 0.08 mmol) was added to 3-(2-chloro-5-fluoropyridin-4-yl)-4,5,6,7-tetrahydropyrazolo[1,5-a]pyridine (0.200 g, 0.79 mmol), tert-butyl ((1R,3S)-3-carbamoylcyclohexyl)carbamate (0.231 g, 0.95 mmol) and 9,9-dimethyl-4,5-bis(diphenylphosphino)xanthene (0.092 g, 0.16 mmol) and Cesium carbonate (0.777 g, 2.38 mmol) in 1,4-dioxane (5.98 ml). Degassed for 5 mins under nitrogen and the resulting suspension was stirred at 120 °C for 2 hours in the microwav... Starting materials: ClC=1C2=C(SC1C(=O)O)C=C(C(=C2[N+](=O)[O-])O)OC (3-chloro-5-hydroxy-6-methoxy-4-nitro-benzo[b]thiophene-2-carboxylic acid), Cl (hydrochloric acid), N1=CC=CC=C1 (pyridine), [Cl-].[Cl-].[Cl-].[Al+3] (aluminum trichloride). Solvent: C(C)(=O)OCC (ethyl acetate). Reaction conditions: temperature 90 celsius. Yields the product ClC=1C2=C(SC1C(=O)O)C=C(C(=C2[N+](=O)[O-])O)O (3-Chloro-5,6-dihydroxy-4-nitro-benzo[b]thiophene-2-carboxylic acid). Reaction SMILES: [Cl:1][C:2]1[C:3]2[C:13]([N+:14]([O-:16])=[O:15])=[C:12]([OH:17])[C:11]([O:18]C)=[CH:10][C:4]=2[S:5][C:6]=1[C:7]([OH:9])=[O:8].N1C=CC=CC=1.[Cl-].[Cl-].[Cl-].[Al+3].Cl>C(OCC)(=O)C>[Cl:1][C:2]1[C:3]2[C:13]([N+:14]([O-:16])=[O:15])=[C:12]([OH:17])[C:11]([OH:18])=[CH:10][C:4]=2[S:5][C:6]=1[C:7]([OH:9])=[O:8] |f:2.3.4.5|. Procedure details: To the solution of 3-chloro-5-hydroxy-6-methoxy-4-nitro-benzo[b]thiophene-2-carboxylic acid (0.2 g), pyridine (6.3 ml) in ethyl acetate (5 ml) was gradually added aluminum trichloride (0.32 g). The reaction mixture was refluxed at 90° C. for two hours. To the warm reaction (60° C.) solution was added the mixture of concentrated hydrochloric acid and ice (1:1). The product was extracted into ethyl acetate, dried and evaporated. The residue was treated with diethyl ether and the resultant solid wa... Reactants: C1(CC1)CC(=O)C=1C=C(C(=O)OC)C=CC1C (methyl 3-(2-cyclopropylacetyl)-4-methylbenzoate), C1(CC1)CC(=O)C=1C=C(C(=O)OC)C=CC1C (methyl 3-(2-cyclopropylacetyl)-4-methylbenzoate), BrBr (Bromine). Run in C(Cl)(Cl)Cl (chloroform), C(Cl)(Cl)Cl (chloroform). Conditions: time 2 hour. Yields the product BrC(C(=O)C=1C=C(C(=O)OC)C=CC1C)C1CC1 (Methyl 3-(2-bromo-2-cyclopropylacetyl)-4-methylbenzoate). Isolated yield 98.9%. RXN SMILES: [CH:1]1([CH2:4][C:5]([C:7]2[CH:8]=[C:9]([CH:14]=[CH:15][C:16]=2[CH3:17])[C:10]([O:12][CH3:13])=[O:11])=[O:6])[CH2:3][CH2:2]1.[Br:18]Br>C(Cl)(Cl)Cl>[Br:18][CH:4]([CH:1]1[CH2:3][CH2:2]1)[C:5]([C:7]1[CH:8]=[C:9]([CH:14]=[CH:15][C:16]=1[CH3:17])[C:10]([O:12][CH3:13])=[O:11])=[O:6]. Procedure details: Into a 100-mL round-bottom flask, was placed a solution of methyl 3-(2-cyclopropylacetyl)-4-methylbenzoate (compound 4.5, 150 mg, 0.65 mmol) in chloroform (15 mL). Bromine (40 μL, 0.78 mmol) in chloroform (2 mL) was added drop-wise to the reaction mixture. The resulting solution was stirred for 2 h at room temperature, then concentrated under reduced pressure to yield the title compound as a yellow oil (200 mg, crude), which was used in the next step without further purification. The reactants are Cn1c(-c2cccnc2)c(CCCCCC(=O)O)c2cc(Cl)ccc21, Cc1ccccc1, O=S(Cl)Cl. Yields the product Cn1c(-c2cccnc2)c(CCCCCC(=O)Cl)c2cc(Cl)ccc21. Reaction SMILES: [C:1](=[O:2])([OH:3])[CH2:4][CH2:5][CH2:6][CH2:7][CH2:8][c:9]1[c:10](-[c:20]2[cH:21][n:22][cH:23][cH:24][cH:25]2)[n:11]([CH3:19])[c:12]2[cH:13][cH:14][c:15]([Cl:18])[cH:16][c:17]12.[CH3:30][c:31]1[cH:32][cH:33][cH:34][cH:35][cH:36]1.[S:26]([Cl:27])([Cl:28])=[O:29]>>[C:1](=[O:2])([CH2:4][CH2:5][CH2:6][CH2:7][CH2:8][c:9]1[c:10](-[c:20]2[cH:21][n:22][cH:23][cH:24][cH:25]2)[n:11]([CH3:19])[c:12]2[cH:13][cH:14][c:15]([Cl:18])[cH:16][c:17]12)[Cl:28]. Reported procedure: The title compound, MS m/e (%): 359 (M++1, 100), was prepared in accordance with the general method of example 63 from 4-bromo-pyridine-2,6-diamine, O-mesitylene-sulfonylhydroxylamine, and 4-bromo-furfural. The purification was performed with reversed phase HPLC eluting with an acetonitrile/water gradient. Reactants: BrC1=CC(=NC(=C1)N)N (4-bromo-pyridine-2,6-diamine), C1(=C(C(=CC(=C1)C)C)S(=O)(=O)ON)C (O-mesitylene-sulfonylhydroxylamine), BrC=1C=C(C=O)OC1 (4-bromo-furfural). Reaction SMILES: [Br:1][C:2]1[CH:7]=[C:6]([NH2:8])[N:5]=[C:4]([NH2:9])[CH:3]=1.C1(C)C=C(C)C=C(C)C=1S(O[NH2:22])(=O)=O.[Br:24][C:25]1[CH:26]=[C:27]([O:30][CH:31]=1)[CH:28]=O>>[Br:1][C:2]1[CH:7]=[C:6]([NH2:8])[N:5]2[N:22]=[C:28]([C:27]3[O:30][CH:31]=[C:25]([Br:24])[CH:26]=3)[N:9]=[C:4]2[CH:3]=1. Yields the product BrC1=CC=2N(C(=C1)N)N=C(N2)C=2OC=C(C2)Br (7-Bromo-2-(4-bromo-furan-2-yl)-[1,2,4]triazolo[1,5-a]pyridin-5-ylamine). The reactants are COC1=CC=C(C=C1)C1=NN2C(S1)=NC(=C2CC(=O)OC)C (2-(4-methoxyphenyl)-5-methoxycarbonylmethyl-6-methylimidazolo-[2,1-b]-1,3,4-thiadiazole), C(=O)OC (methyl formate), [Br-].[H-].[Na+] (sodium hydride bromide), O (water). Solvent: CN(C=O)C (dimethylformamide). Conditions: time 8 hour. Product: COC1=CC=C(C=C1)C1=NN2C(S1)=NC(=C2C(=COC)C(=O)OC)C (2-(4-methoxyphenyl)-5-(1-methoxycarbonyl-2-methoxyethen-1-yl)-6-methylimidazolo[2,1-b]-1,3,4-thiadiazole). As a reaction SMILES: [CH3:1][O:2][C:3]1[CH:8]=[CH:7][C:6]([C:9]2[S:13][C:12]3=[N:14][C:15]([CH3:22])=[C:16]([CH2:17][C:18]([O:20][CH3:21])=[O:19])[N:11]3[N:10]=2)=[CH:5][CH:4]=1.[Br-].[H-].[Na+].O.[CH:27]([O:29][CH3:30])=O>CN(C)C=O>[CH3:1][O:2][C:3]1[CH:8]=[CH:7][C:6]([C:9]2[S:13][C:12]3=[N:14][C:15]([CH3:22])=[C:16]([C:17]([C:18]([O:20][CH3:21])=[O:19])=[CH:27][O:29][CH3:30])[N:11]3[N:10]=2)=[CH:5][CH:4]=1 |f:1.2.3|. Reported procedure: A solution of 10 g of 2-(4-methoxyphenyl)-5-methoxycarbonylmethyl-6-methylimidazolo-[2,1-b]-1,3,4-thiadiazole in 50 cm3 of methyl formate is dripped into a solution of 1.8 g of sodium hydride bromide in 10 cm3 of anhydrous dimethylformamide (DMF). The solution is left under agitation overnight at ambient temperature and is then poured into water and extracted twice with ethyl acetate.